This data is from the Open Reaction Database (ORD), a public repository of structured organic reaction records. The task is: describe an organic reaction: reactants, conditions, products, and yield Reactants: NN1C(C2=CC=CC=C2C(=N1)C1=CC(=NC=C1)Cl)=O (2-amino-4-(2-chloropyridin-4-yl)phthalazin-1(2H)-one), O1CC(CC1)CC(=O)O (2-(tetrahydrofuran-3-yl)acetic acid). The product is ClC1=NC=CC(=C1)C1=NN(C(C2=CC=CC=C12)=O)NC(CC1COCC1)=O (N-[4-(2-chloropyridin-4-yl)-1-oxophthalazin-2(1H)-yl]-2-(tetrahydrofuran-3-yl)acetamide). RXN SMILES: [NH2:1][N:2]1[N:11]=[C:10]([C:12]2[CH:17]=[CH:16][N:15]=[C:14]([Cl:18])[CH:13]=2)[C:9]2[C:4](=[CH:5][CH:6]=[CH:7][CH:8]=2)[C:3]1=[O:19].[O:20]1[CH2:24][CH2:23][CH:22]([CH2:25][C:26](O)=[O:27])[CH2:21]1>>[Cl:18][C:14]1[CH:13]=[C:12]([C:10]2[C:9]3[C:4](=[CH:5][CH:6]=[CH:7][CH:8]=3)[C:3](=[O:19])[N:2]([NH:1][C:26](=[O:27])[CH2:25][CH:22]3[CH2:23][CH2:24][O:20][CH2:21]3)[N:11]=2)[CH:17]=[CH:16][N:15]=1. Procedure: The product from Example 29B and 2-(tetrahydrofuran-3-yl)acetic acid were processed using a method similar to that described in Example 10C to afford the title compound. 1H NMR (400 MHz, CDCl3) δ ppm 8.60-8.60 (bs, 1H), 8.55-8.59 (m, 1H), 8.54-8.57 (m, 1H), 7.84-7.93 (m, 2H), 7.69-7.73 (m, 1H), 7.62 (s, 1H), 7.50-7.53 (m, 1H), 3.92-4.04 (m, 2H), 3.78-3.85 (m, 1H), 3.64-3.68 (m, 1H), 2.77-2.87 (m, 1H), 2.50-2.67 (m, 2H), 2.21-2.30 (m, 1H), 1.69-1.81 (m, 1H); MS (APCI+) M/Z 385 (M+H)+. Procedure details: A mixture of 4-chloromethyl-2-(2-furyl)-5-methyl-1,3-oxazole (8.0 g), ethyl 3-chloro-4-hydroxybenzoate (7.38 g), potassium carbonate (5.09 g) and N,N-dimethylformamide (200 mL) was stirred at 90° C. for 2 hrs. Water was poured into the reaction mixture, and the precipitated crystals were collected by filtration and dried to give ethyl 3-chloro-4-{[2-(2-furyl)-5-methyl-1,3-oxazol-4-yl]methoxy}benzoate as brown crystals (9.90 g, yield 74%). Recrystallization from ethyl acetate-hexane gave colorles... Isolated yield 74.4%. The product is ClC=1C=C(C(=O)OCC)C=CC1OCC=1N=C(OC1C)C=1OC=CC1 (ethyl 3-chloro-4-{[2-(2-furyl)-5-methyl-1,3-oxazol-4-yl]methoxy}benzoate). Reactants: ClCC=1N=C(OC1C)C=1OC=CC1 (4-chloromethyl-2-(2-furyl)-5-methyl-1,3-oxazole), ClC=1C=C(C(=O)OCC)C=CC1O (ethyl 3-chloro-4-hydroxybenzoate), C([O-])([O-])=O.[K+].[K+] (potassium carbonate), CN(C=O)C (N,N-dimethylformamide). Run at temperature 90 celsius, time 2 hour. Solvent: O (Water). As a reaction SMILES: Cl[CH2:2][C:3]1[N:4]=[C:5]([C:9]2[O:10][CH:11]=[CH:12][CH:13]=2)[O:6][C:7]=1[CH3:8].[Cl:14][C:15]1[CH:16]=[C:17]([CH:23]=[CH:24][C:25]=1[OH:26])[C:18]([O:20][CH2:21][CH3:22])=[O:19].C(=O)([O-])[O-].[K+].[K+].CN(C)C=O>O>[Cl:14][C:15]1[CH:16]=[C:17]([CH:23]=[CH:24][C:25]=1[O:26][CH2:2][C:3]1[N:4]=[C:5]([C:9]2[O:10][CH:11]=[CH:12][CH:13]=2)[O:6][C:7]=1[CH3:8])[C:18]([O:20][CH2:21][CH3:22])=[O:19] |f:2.3.4|. Starting materials: F[B-](F)(F)F, Cc1nc(C(=O)O)ccc1[N+](=O)[O-], CCN(C(C)C)C(C)C, ClCCl, NCCN1CCOCC1, CN(C)C(On1nnc2ccccc21)=[N+](C)C. Reaction SMILES: [B-:23]([F:24])([F:25])([F:26])[F:27].[CH3:1][c:2]1[c:3]([N+:11](=[O:12])[O-:13])[cH:4][cH:5][c:6]([C:8](=[O:9])[OH:10])[n:7]1.[CH:45]([N:46]([CH2:47][CH3:48])[CH:49]([CH3:50])[CH3:51])([CH3:52])[CH3:53].[Cl:54][CH2:55][Cl:56].[O:14]1[CH2:15][CH2:16][N:17]([CH2:20][CH2:21][NH2:22])[CH2:18][CH2:19]1.[n:28]1([O:29][C:30]([N:31]([CH3:32])[CH3:33])=[N+:34]([CH3:35])[CH3:36])[c:37]2[cH:38][cH:39][cH:40][cH:41][c:42]2[n:43][n:44]1>>[CH3:1][c:2]1[c:3]([N+:11](=[O:12])[O-:13])[cH:4][cH:5][c:6]([C:8](=[O:10])[NH:22][CH2:21][CH2:20][N:17]2[CH2:16][CH2:15][O:14][CH2:19][CH2:18]2)[n:7]1. Yields the product Cc1nc(C(=O)NCCN2CCOCC2)ccc1[N+](=O)[O-].